From a dataset of the Open Reaction Database (ORD), a public repository of structured organic reaction records. describe an organic reaction: reactants, conditions, products, and yield The reactants are O=C([O-])[O-], Cc1c[nH]cn1, COC(=O)c1ccc(F)cc1, [K+], [K+], CN(C)C=O, O. The product is COC(=O)c1ccc(-n2cnc(C)c2)cc1. As a reaction SMILES: [C:18](=[O:19])([O-:20])[O-:21].[CH3:12][c:13]1[n:14][cH:15][nH:16][cH:17]1.[F:1][c:2]1[cH:3][cH:4][c:5]([C:6](=[O:7])[O:8][CH3:9])[cH:10][cH:11]1.[K+:22].[K+:23].[O:24]=[CH:25][N:26]([CH3:27])[CH3:28].[OH2:29]>>[c:2]1(-[n:16]2[cH:15][n:14][c:13]([CH3:12])[cH:17]2)[cH:3][cH:4][c:5]([C:6](=[O:7])[O:8][CH3:9])[cH:10][cH:11]1.